This data is from the Open Reaction Database (ORD), a public repository of structured organic reaction records. The task is: describe an organic reaction: reactants, conditions, products, and yield Reactants: COC(=O)c1cc(C#N)ccc1CBr, Cc1cccnc1CNC(C)c1ccccn1, CC#N, CN(C)c1ccncc1, CCN(C(C)C)C(C)C. Product: COC(=O)c1cc(C#N)ccc1CN(Cc1ncccc1C)C(C)c1ccccn1. Reaction SMILES: [CH3:18][O:19][C:20]([c:21]1[c:22]([CH2:29][Br:30])[cH:23][cH:24][c:25]([C:27]#[N:28])[cH:26]1)=[O:31].[CH3:1][c:2]1[c:3]([CH2:8][NH:9][CH:10]([CH3:11])[c:12]2[n:13][cH:14][cH:15][cH:16][cH:17]2)[n:4][cH:5][cH:6][cH:7]1.[CH3:41][C:42]#[N:43].[CH3:44][N:45]([c:46]1[cH:47][cH:48][n:49][cH:50][cH:51]1)[CH3:52].[CH:32]([N:33]([CH2:34][CH3:35])[CH:36]([CH3:37])[CH3:38])([CH3:39])[CH3:40]>>[CH3:1][c:2]1[c:3]([CH2:8][N:9]([CH:10]([CH3:11])[c:12]2[n:13][cH:14][cH:15][cH:16][cH:17]2)[CH2:29][c:22]2[c:21]([C:20]([O:19][CH3:18])=[O:31])[cH:26][c:25]([C:27]#[N:28])[cH:24][cH:23]2)[n:4][cH:5][cH:6][cH:7]1.